This data is from the Open Reaction Database (ORD), a public repository of structured organic reaction records. The task is: describe an organic reaction: reactants, conditions, products, and yield Starting materials: CC(CN1C(N(C2=NC(=CC=C21)C2=CC1CCC(C2)N1C(=O)OC(C)(C)C)C)=O)(C)C (tert-butyl 3-[1-(2,2-dimethylpropyl)-3-methyl-2-oxo-2,3-dihydro-1H-imidazo[4,5-b]pyridin-5-yl]-8-azabicyclo[3.2.1]oct-2-ene-8-carboxylate), O1CCCC1.B (borane tetrahydrofuran), OO (hydrogen peroxide), [OH-].[Na+] (sodium hydroxide). Solvent: CCOC(=O)C (EtOAc), C1CCOC1 (THF). Conditions: temperature 0 celsius. Yields the product CC(CN1C(N(C2=NC(=CC=C21)C2C(C1CCC(C2)N1C(=O)OC(C)(C)C)O)C)=O)(C)C (tert-Butyl 3-[1-(2,2-dimethylpropyl)-3-methyl-2-oxo-2,3-dihydro-1H-imidazo-[4,5-b]pyridin-5-yl]-2-hydroxy-8-azabicyclo[3.2.1]octane-8-carboxylate). As a reaction SMILES: [CH3:1][C:2]([CH3:31])([CH3:30])[CH2:3][N:4]1[C:12]2[C:7](=[N:8][C:9]([C:13]3[CH2:19][CH:18]4[N:20]([C:21]([O:23][C:24]([CH3:27])([CH3:26])[CH3:25])=[O:22])[CH:15]([CH2:16][CH2:17]4)[CH:14]=3)=[CH:10][CH:11]=2)[N:6]([CH3:28])[C:5]1=[O:29].[O:32]1CCCC1.B.OO.[OH-].[Na+]>CCOC(C)=O.C1COCC1>[CH3:1][C:2]([CH3:31])([CH3:30])[CH2:3][N:4]1[C:12]2[C:7](=[N:8][C:9]([CH:13]3[CH2:19][CH:18]4[N:20]([C:21]([O:23][C:24]([CH3:25])([CH3:27])[CH3:26])=[O:22])[CH:15]([CH2:16][CH2:17]4)[CH:14]3[OH:32])=[CH:10][CH:11]=2)[N:6]([CH3:28])[C:5]1=[O:29] |f:1.2,4.5|. Reported procedure: To a round bottom flask was added tert-butyl 3-[1-(2,2-dimethylpropyl)-3-methyl-2-oxo-2,3-dihydro-1H-imidazo[4,5-b]pyridin-5-yl]-8-azabicyclo[3.2.1]oct-2-ene-8-carboxylate (17-31) (1.5 g, 3.52 mmol), and anhydrous THF (15 mL). The reaction mixture was then cooled to 0° C. under an atmosphere of nitrogen, and added borane tetrahydrofuran COMPLEX (1M in THF) (3.87 ml, 3.87 mmol) dropwise over 10 minutes while stirring. Stirred for ˜10 minutes, then permitted to warm to room temperature for 30 minu... Procedure details: A 1N aqueous saturated solution of sodium hydroxide (3 ml) was added to a solution of ethyl E-6-[4-(5-methyl-2-phenyl-4-oxazolylmethoxy)benzyloxyimino]-6-phenylhexanoate (530 mg) in tetrahydrofuran (6 ml)-methanol (3 ml) and stirred at room temperature for 1 hour. 1N hydrochloric acid (3.3 ml) was added to the reaction mixture and extracted with ethyl acetate. The ethyl acetate layer was washed with an aqueous saturated solution of sodium chloride, dried (MgSO4) and concentrated. The residue was... Yield: 233.1%. Reactants: Cl (hydrochloric acid), aqueous saturated solution, [OH-].[Na+] (sodium hydroxide), CC1=C(N=C(O1)C1=CC=CC=C1)COC1=CC=C(CO\N=C(/CCCCC(=O)OCC)\C2=CC=CC=C2)C=C1 (ethyl E-6-[4-(5-methyl-2-phenyl-4-oxazolylmethoxy)benzyloxyimino]-6-phenylhexanoate), CO (methanol). Run in O1CCCC1 (tetrahydrofuran). Conditions: time 1 hour. Yields the product C1(=CC=CC=C1)CCCCCC(=O)O (6-phenylhexanoic acid). Reaction SMILES: [OH-].[Na+].CC1OC(C2C=CC=CC=2)=NC=1COC1C=CC(CO/N=[C:24](/[C:34]2[CH:39]=[CH:38][CH:37]=[CH:36][CH:35]=2)\[CH2:25][CH2:26][CH2:27][CH2:28][C:29]([O:31]CC)=[O:30])=CC=1.CO.Cl>O1CCCC1>[C:34]1([CH2:24][CH2:25][CH2:26][CH2:27][CH2:28][C:29]([OH:31])=[O:30])[CH:39]=[CH:38][CH:37]=[CH:36][CH:35]=1 |f:0.1|.